Dataset: the Open Reaction Database (ORD), a public repository of structured organic reaction records. Task: describe an organic reaction: reactants, conditions, products, and yield The reactants are CCN=C=NCCCN(C)C, CCOC(C)=O, CCN(C(C)C)C(C)C, Cl, NCC(=O)N1CCN(C(=O)c2ccccc2C(F)(F)F)CC1, CN(C)C=O, O, On1nnc2ccccc21, O=C(O)c1ccc(-c2ccccn2)cc1. Product: O=C(NCC(=O)N1CCN(C(=O)c2ccccc2C(F)(F)F)CC1)c1ccc(-c2ccccn2)cc1. As a reaction SMILES: [CH3:35][CH2:36][N:37]=[C:38]=[N:39][CH2:40][CH2:41][CH2:42][N:43]([CH3:44])[CH3:45].[CH3:74][CH2:75][O:76][C:77](=[O:78])[CH3:79].[CH:1]([N:2]([CH2:3][CH3:4])[CH:5]([CH3:6])[CH3:7])([CH3:8])[CH3:9].[ClH:46].[NH2:47][CH2:48][C:49](=[O:50])[N:51]1[CH2:52][CH2:53][N:54]([C:57]([c:58]2[c:59]([C:64]([F:65])([F:66])[F:67])[cH:60][cH:61][cH:62][cH:63]2)=[O:68])[CH2:55][CH2:56]1.[O:69]=[CH:70][N:71]([CH3:72])[CH3:73].[OH2:80].[OH:25][n:26]1[c:27]2[c:28]([cH:29][cH:30][cH:31][cH:32]2)[n:33][n:34]1.[n:10]1[c:11](-[c:16]2[cH:17][cH:18][c:19]([C:20](=[O:21])[OH:22])[cH:23][cH:24]2)[cH:12][cH:13][cH:14][cH:15]1>>[n:10]1[c:11](-[c:16]2[cH:17][cH:18][c:19]([C:20](=[O:22])[NH:47][CH2:48][C:49](=[O:50])[N:51]3[CH2:52][CH2:53][N:54]([C:57]([c:58]4[c:59]([C:64]([F:65])([F:66])[F:67])[cH:60][cH:61][cH:62][cH:63]4)=[O:68])[CH2:55][CH2:56]3)[cH:23][cH:24]2)[cH:12][cH:13][cH:14][cH:15]1. The reactants are C([O-])([O-])=O.[K+].[K+] (potassium carbonate), ClCC#N (chloroacetonitrile), CN(C=1C=C(C(C=O)=CC1)O)C (4-dimethylaminosalicylaldehyde). The solvent is CC(=O)C (acetone). Yields the product C(=O)C1=C(OCC#N)C=C(C=C1)N(C)C (2-formyl-5-dimethylaminophenoxyacetonitrile). As a reaction SMILES: [CH3:1][N:2]([CH3:12])[C:3]1[CH:4]=[C:5]([OH:11])[C:6](=[CH:9][CH:10]=1)[CH:7]=[O:8].C(=O)([O-])[O-].[K+].[K+].Cl[CH2:20][C:21]#[N:22]>CC(C)=O>[CH:7]([C:6]1[CH:9]=[CH:10][C:3]([N:2]([CH3:12])[CH3:1])=[CH:4][C:5]=1[O:11][CH2:20][C:21]#[N:22])=[O:8] |f:1.2.3|. Reported procedure: 82 parts of 4-dimethylaminosalicylaldehyde is dissolved in 500 parts by volume of acetone, then 96 parts of potassium carbonate and 45 parts of chloroacetonitrile are added and the whole is boiled under reflux for 10 hours. After the solution has been filtered it is concentrated and the crystals deposited are recrystallized from benzene with the addition of animal charcoal. 36 parts of colorless crystals of 2-formyl-5-dimethylaminophenoxyacetonitrile is obtained with a melting point of 124° to 1... Starting materials: CN(C)CC1CC2=CC=C(C=C2CC1)O (2-(N,N-dimethylamino)methyl-6-hydroxytetralin), ClCC=1OC(=NN1)C1=CC=CC=C1 (2-chloromethyl-5-phenyl-1,3,4-oxadiazole), C([O-])([O-])=O.[K+].[K+] (potassium carbonate). Run in O (water), CN(C)C=O (DMF). Run at time 15 hour. Yields the product CN(C)CC1CC2=CC=C(C=C2CC1)OCC=1OC(=NN1)C1=CC=CC=C1 (2-(N,N-Dimethylamino)methyl-6-(5-phenyl-1,3,4-oxadiazol-2-yl)methoxytetralin). Reaction SMILES: [CH3:1][N:2]([CH2:4][CH:5]1[CH2:14][CH2:13][C:12]2[C:7](=[CH:8][CH:9]=[C:10]([OH:15])[CH:11]=2)[CH2:6]1)[CH3:3].Cl[CH2:17][C:18]1[O:19][C:20]([C:23]2[CH:28]=[CH:27][CH:26]=[CH:25][CH:24]=2)=[N:21][N:22]=1.C(=O)([O-])[O-].[K+].[K+]>CN(C=O)C.O>[CH3:3][N:2]([CH2:4][CH:5]1[CH2:14][CH2:13][C:12]2[C:7](=[CH:8][CH:9]=[C:10]([O:15][CH2:17][C:18]3[O:19][C:20]([C:23]4[CH:24]=[CH:25][CH:26]=[CH:27][CH:28]=4)=[N:21][N:22]=3)[CH:11]=2)[CH2:6]1)[CH3:1] |f:2.3.4|. Procedure details: To a solution of 2-(N,N-dimethylamino)methyl-6-hydroxytetralin (206 mg, a free form of Reference Example 16) and 2-chloromethyl-5-phenyl-1,3,4-oxadiazole (231 mg) in DMF (5 ml) was added potassium carbonate (215 mg) and the reaction mixture was stirred at room temperature for 15 hr. The reaction mixture was diluted with water and extracted with ethyl acetate. The organic layer was washed with water and saturated aqueous sodium chloride, dried, and concentrated. The residue was purified by alumin...